From a dataset of the Open Reaction Database (ORD), a public repository of structured organic reaction records. describe an organic reaction: reactants, conditions, products, and yield The reactants are 5-bromobutyryl chloride, [Cl-].NCC1(N2C(C3=CC=CC=C13)=[NH+]C=C2)C2=CC=C(C=C2)Br (5-(aminomethyl)-5-(4-bromophenyl)-5H-imidazo[2,1-a]isoindol-1-ium chloride), C(=O)(O)[O-].[Na+] (NaHCO3). The solvent is C(Cl)Cl (CH2Cl2), C(Cl)Cl (CH2Cl2). Run at time 30 minute. Product: BrC1=CC=C(C=C1)C1(N2C(C3=CC=CC=C13)=NC=C2)CN2C(CCCC2)=O (1-{[5-(4-bromophenyl)-5H-imidazo[2,1-a]isoindol-5-yl]methyl}piperidin-2-one). Reaction SMILES: [Cl-].[NH2:2][CH2:3][C:4]1([C:16]2[CH:21]=[CH:20][C:19]([Br:22])=[CH:18][CH:17]=2)[C:12]2[C:7](=[CH:8][CH:9]=[CH:10][CH:11]=2)[C:6]2=[NH+:13][CH:14]=[CH:15][N:5]12.[C:23]([O-:26])(O)=O.[Na+]>C(Cl)Cl>[Br:22][C:19]1[CH:20]=[CH:21][C:16]([C:4]2([CH2:3][N:2]3[CH2:11][CH2:12][CH2:4][CH2:3][C:23]3=[O:26])[C:12]3[C:7](=[CH:8][CH:9]=[CH:10][CH:11]=3)[C:6]3=[N:13][CH:14]=[CH:15][N:5]23)=[CH:17][CH:18]=1 |f:0.1,2.3|. Procedure details: To a stirred biphasic mixture of a solution of 5-(aminomethyl)-5-(4-bromophenyl)-5H-imidazo[2,1-a]isoindol-1-ium chloride (25 mg) in CH2Cl2 (3 mL) and aqueous saturated NaHCO3 (3 mL) was added a solution of 5-bromobutyryl chloride (34 mg) in CH2Cl2 (1 mL). After 30 minutes layers were separated. Organic layer was dried over Na2SO4 and concentrated. The residue was then dissolved in DMF (0.5 mL) and NaH (12 mg, 60% in mineral oil) was added and stirred for 30 minutes. The reaction was then quench... Reactants: Clc1ccc(-c2ccnc(Cl)c2Br)cc1, C1CCOC1, CC1(C)OB(c2ccncc2)OC1(C)C, CCOC(C)=O, ClCCl, [K+], [K+], [K+], O, O=P([O-])([O-])[O-]. Yields the product Clc1ccc(-c2ccnc(Cl)c2-c2ccncc2)cc1. Reaction SMILES: [Br:1][c:2]1[c:3]([Cl:15])[n:4][cH:5][cH:6][c:7]1-[c:8]1[cH:9][cH:10][c:11]([Cl:14])[cH:12][cH:13]1.[CH2:42]1[O:43][CH2:44][CH2:45][CH2:46]1.[CH3:16][C:17]1([CH3:18])[C:19]([CH3:20])([CH3:21])[O:22][B:23]([c:24]2[cH:25][cH:26][n:27][cH:28][cH:29]2)[O:30]1.[CH3:47][CH2:48][O:49][C:50]([CH3:51])=[O:52].[Cl:31][CH2:32][Cl:33].[K+:39].[K+:40].[K+:41].[OH2:53].[P:34]([O-:35])([O-:36])([O-:37])=[O:38]>>[c:2]1(-[c:24]2[cH:25][cH:26][n:27][cH:28][cH:29]2)[c:3]([Cl:15])[n:4][cH:5][cH:6][c:7]1-[c:8]1[cH:9][cH:10][c:11]([Cl:14])[cH:12][cH:13]1. The solvent is O (water), CC1=CC=CC=C1 (methylbenzene). Procedure details: A mixture of 50 parts of 2-thiazolamine, 76 parts of 3-acetyl-4,5-dihydro-2(3H)-furanone, 1.2 parts of concentrated hydrochloric acid and 270 parts of methylbenzene was stirred and refluxed for 2 hours using a water-separator. The reaction mixture was cooled and 340 parts of phosphoryl chloride were added at a temperature between 20° and 30° C. The whole was heated slowly to 100°~110° C. and stirring was continued for 2 hours at this temperature. The reaction mixture was evaporated and the resid... The reactants are 50, S1C(=NC=C1)N (2-thiazolamine), C(C)(=O)C1C(OCC1)=O (3-acetyl-4,5-dihydro-2(3H)-furanone), Cl (hydrochloric acid), P(=O)(Cl)(Cl)Cl (phosphoryl chloride). Run at time 2 hour. RXN SMILES: [S:1]1[CH:5]=[CH:4][N:3]=[C:2]1[NH2:6].[C:7]([CH:10]1[CH2:14][CH2:13][O:12][C:11]1=O)(=O)[CH3:8].Cl.P(Cl)(Cl)([Cl:19])=O>O.CC1C=CC=CC=1>[Cl:19][CH2:13][CH2:14][C:10]1[C:11](=[O:12])[N:3]2[CH:4]=[CH:5][S:1][C:2]2=[N:6][C:7]=1[CH3:8]. The product is 36, ClCCC1=C(N=C2N(C1=O)C=CS2)C (6-(2 -chloroethyl)-7-methyl-5H-thiazolo[3,2-a]pyrimidin-5-one). Starting materials: [N+](=O)([O-])C1=CC=C(N)C=C1 (p-nitroaniline), C1(=CC=C(C=C1)S(=O)(=O)O)C (p-toluenesulfonic acid). The solvent is CC(=O)C (acetone), CC(=O)C (acetone). Reaction conditions: time 1 hour. The product is C1(=CC=C(C=C1)S(=O)(=O)[O-])C.[N+](=O)([O-])C1=CC=C([NH3+])C=C1 (p-nitroanilinium p-toluenesulfonate). As a reaction SMILES: [N+:1]([C:4]1[CH:10]=[CH:9][C:7]([NH2:8])=[CH:6][CH:5]=1)([O-:3])=[O:2].[C:11]1([CH3:21])[CH:16]=[CH:15][C:14]([S:17]([OH:20])(=[O:19])=[O:18])=[CH:13][CH:12]=1>CC(C)=O>[C:11]1([CH3:21])[CH:12]=[CH:13][C:14]([S:17]([O-:20])(=[O:18])=[O:19])=[CH:15][CH:16]=1.[N+:1]([C:4]1[CH:10]=[CH:9][C:7]([NH3+:8])=[CH:6][CH:5]=1)([O-:3])=[O:2] |f:3.4|. Procedure details: To a solution of 1.38 g (0.01 mole) p-nitroaniline in 10 mL of acetone was added a solution of p-toluenesulfonic acid (2.375 g, 0.0125 mole) in 10 mL of acetone at room temperature. After stirring for 1 hour at room temperature, the reaction mixture was cooled to 5° C. and the product was isolated by filtration. The yield was 2.49 g (80% of theory) of a pale yellow solid. The reactants are Cl.NC1=C(C=CC=C1)N1CCOCC1 (4-(2-aminophenyl)morpholine hydrochloride), C(CCC)#N (n-butyronitrile), C(\C=C\C(=O)O)(=O)O (fumaric acid). Run in CO (methanol). Reaction conditions: temperature 170 celsius. Product: C(\C=C\C(=O)O)(=O)O.O1CCN(CC1)C1=C(C=CC=C1)NC(CCC)=N (N-(2-morpholinophenyl)butyramidine monofumarate). As a reaction SMILES: Cl.[NH2:2][C:3]1[CH:8]=[CH:7][CH:6]=[CH:5][C:4]=1[N:9]1[CH2:14][CH2:13][O:12][CH2:11][CH2:10]1.[C:15](#[N:19])[CH2:16][CH2:17][CH3:18].[C:20]([OH:27])(=[O:26])/[CH:21]=[CH:22]/[C:23]([OH:25])=[O:24]>CO>[C:20]([OH:27])(=[O:26])/[CH:21]=[CH:22]/[C:23]([OH:25])=[O:24].[O:12]1[CH2:13][CH2:14][N:9]([C:4]2[CH:5]=[CH:6][CH:7]=[CH:8][C:3]=2[NH:2][C:15](=[NH:19])[CH2:16][CH2:17][CH3:18])[CH2:10][CH2:11]1 |f:0.1,5.6|. Reported procedure: A mixture of 4-(2-aminophenyl)morpholine hydrochloride (7.5 g) and n-butyronitrile (20 ml) was heated at 170° C. in a sealed stainless steel pressure vessel for 60 hours. Excess n-butyronitrile was removed and the residue dissolved in water, basified with 10% aqueous sodium hydroxide solution to pH 12 and extracted with dichloromethane. The extract was washed with water and then brine, dried and the solvent removed. The residue was purified by chromatography on a neutral alumina column. Elution ... Starting materials: CC=1C=C(C=CC1)C1=CC=CC=C1 (3-methylbiphenyl), BrN1C(CCC1=O)=O (N-bromosuccinimide), C(C1=CC=CC=C1)(=O)OOC(C1=CC=CC=C1)=O (benzoyl peroxide). Run in C(Cl)(Cl)(Cl)Cl (carbon tetrachloride). The product is C1(=CC=CC=C1)C=1C=C(CBr)C=CC1 (3-phenylbenzyl bromide). Reaction SMILES: [CH3:1][C:2]1[CH:3]=[C:4]([C:8]2[CH:13]=[CH:12][CH:11]=[CH:10][CH:9]=2)[CH:5]=[CH:6][CH:7]=1.[Br:14]N1C(=O)CCC1=O.C(OOC(=O)C1C=CC=CC=1)(=O)C1C=CC=CC=1>C(Cl)(Cl)(Cl)Cl>[C:8]1([C:4]2[CH:3]=[C:2]([CH:7]=[CH:6][CH:5]=2)[CH2:1][Br:14])[CH:13]=[CH:12][CH:11]=[CH:10][CH:9]=1. Procedure details: A mixture of 3-methylbiphenyl (5.23 g, 31.1 mmol), N-bromosuccinimide (5.56 g, 31.2 mmol), benzoyl peroxide (135 mg, 0.56 mmol), and carbon tetrachloride (150 ml) is refluxed for 17 h. The mixture is concentrated in vacuo and the residue is purified by flash column chromatography (hexane) to give 3-phenylbenzyl bromide. Reactants: CCNCC, CN(C)C=O, FC(F)(F)c1nnc2c(Cl)nc3ccccc3n12. The product is CCN(CC)c1nc2ccccc2n2c(C(F)(F)F)nnc12. Reaction SMILES: [CH2:19]([CH3:20])[NH:21][CH2:22][CH3:23].[CH3:24][N:25]([CH3:26])[CH:27]=[O:28].[Cl:1][c:2]1[c:3]2[n:4]([c:5]3[cH:6][cH:7][cH:8][cH:9][c:10]3[n:11]1)[c:12]([C:15]([F:16])([F:17])[F:18])[n:13][n:14]2>>[c:2]1([N:21]([CH2:19][CH3:20])[CH2:22][CH3:23])[c:3]2[n:4]([c:5]3[cH:6][cH:7][cH:8][cH:9][c:10]3[n:11]1)[c:12]([C:15]([F:16])([F:17])[F:18])[n:13][n:14]2. Reagents/catalysts: C(C)(=O)O (acetic acid). Conditions: time 5 minute. Reaction SMILES: [C:1]1([C:7]2([CH2:13][O:14][CH:15]([C:17]3[CH:18]=[C:19]([C:26]([F:29])([F:28])[F:27])[CH:20]=[C:21]4[C:25]=3[NH:24][N:23]=[CH:22]4)[CH3:16])[CH2:12][CH2:11][NH:10][CH2:9][CH2:8]2)[CH:6]=[CH:5][CH:4]=[CH:3][CH:2]=1.[C:30]([BH3-])#N.[Na+].C=O.C(O)(=O)C>C(#N)C.C(O)(=O)C>[CH3:30][N:10]1[CH2:11][CH2:12][C:7]([CH2:13][O:14][CH:15]([C:17]2[CH:18]=[C:19]([C:26]([F:28])([F:27])[F:29])[CH:20]=[C:21]3[C:25]=2[NH:24][N:23]=[CH:22]3)[CH3:16])([C:1]2[CH:6]=[CH:5][CH:4]=[CH:3][CH:2]=2)[CH2:8][CH2:9]1 |f:1.2|. Product: CN1CCC(CC1)(C1=CC=CC=C1)COC(C)C=1C=C(C=C2C=NNC12)C(F)(F)F ((±)-7-(1-((1-Methyl-4-phenylpiperidin-4-yl)methoxy)ethyl)-5-(trifluoromethyl)-1H-indazole). Run in C(C)#N (acetonitrile). Starting materials: C(C)(=O)O (acetic acid), C1(=CC=CC=C1)C1(CCNCC1)COC(C)C=1C=C(C=C2C=NNC12)C(F)(F)F ((±)-7-(1-((4-phenylpiperidin-4-yl)methoxy)ethyl)-5-(trifluoromethyl)-1H-indazole), C(#N)[BH3-].[Na+] (sodium cyanoborohydride), C=O (formalin). Procedure: To a solution of (±)-7-(1-((4-phenylpiperidin-4-yl)methoxy)ethyl)-5-(trifluoromethyl)-1H-indazole (35 mg, 0.087 mmol) and sodium cyanoborohydride (5.5 mg, 0.087 mmol) in acetonitrile (1 mL) at room temperature was added formalin (25 μL). To this was added 1 drop of acetic acid. After 5 min, a second drop of acetic acid was added and the reaction stirred at room temperature for 15 min. The reaction was concentrated and loaded onto a strong cation exchange cartridge in methanol. The cartridge was ...